From a dataset of the Open Reaction Database (ORD), a public repository of structured organic reaction records. describe an organic reaction: reactants, conditions, products, and yield Starting materials: S.[Na] (sodium hydrogen sulphide), CC(=O)C1=CC(=C(C=C1)Cl)Cl (3,4-dichloroacetophenone). Solvent: CN1C(CCC1)=O (N-methylpyrrolidone). Reaction conditions: temperature 140 celsius. Yields the product ClC1=C(C=CC(=C1)C(C)=O)S (2-chloro-4-acetylthiophenol). The yield is 90.6%. RXN SMILES: [SH2:1].[Na].[CH3:3][C:4]([C:6]1[CH:11]=[CH:10][C:9](Cl)=[C:8]([Cl:13])[CH:7]=1)=[O:5]>CN1CCCC1=O>[Cl:13][C:8]1[CH:7]=[C:6]([C:4](=[O:5])[CH3:3])[CH:11]=[CH:10][C:9]=1[SH:1] |f:0.1,^1:1|. Procedure: 110 g (1.48 mol) of sodium hydrogen sulphide (NaSH·H2O) are initially introduced together with 1 l of N-methylpyrrolidone and the water is removed at 160° C. with nitrogen. The mixture is cooled to 140° C. and 112 g (0.59 mol) of 3,4-dichloroacetophenone are added, and the mixture is reacted further at 160° C. for 3 hours, and N-methylpyrrolidone is distilled off. The residue is taken up in 1 l of water and filtered, and the filtrate is acidified at 0°-10° C. with half-concentrated hydrochloric ... Reactants: C, Cc1cc2c(cc1CCOCc1ccccc1)OCO2, CC(=O)O, CCO, [Pd]. Product: Cc1cc2c(cc1CCO)OCO2. Reaction SMILES: [C:28].[CH2:1]([c:2]1[cH:3][cH:4][cH:5][cH:6][cH:7]1)[O:8][CH2:9][CH2:10][c:11]1[cH:12][c:13]2[c:14]([cH:18][c:19]1[CH3:20])[O:15][CH2:16][O:17]2.[CH3:21][C:22](=[O:23])[OH:24].[CH3:25][CH2:26][OH:27].[Pd:29]>>[OH:8][CH2:9][CH2:10][c:11]1[cH:12][c:13]2[c:14]([cH:18][c:19]1[CH3:20])[O:15][CH2:16][O:17]2. Starting materials: C(C=C)N1C(CCC1)CN (1-allyl-2-aminomethyl-pyrrolidine), C(Cl)(Cl)Cl (chloroform), C(C)S(=O)(=O)C=1C=C(C2=C(OCCO2)C1)C(=O)Cl (7-ethylsulfonyl-1,4-benzodioxane-5-carbonyl chloride). Solvent: O (water). The product is C(C=C)N1C(CCC1)CNC(=O)C1=CC(=CC=2OCCOC21)S(=O)(=O)CC (N-(1-allyl-2-pyrrolidylmethyl)-7-ethylsulfonyl-1,4-benzodioxane-5-carboxamide). Isolated yield 93.3%. Reaction SMILES: [CH2:1]([N:4]1[CH2:8][CH2:7][CH2:6][CH:5]1[CH2:9][NH2:10])[CH:2]=[CH2:3].C(Cl)(Cl)Cl.[CH2:15]([S:17]([C:20]1[CH:21]=[C:22]([C:30](Cl)=[O:31])[C:23]2[O:28][CH2:27][CH2:26][O:25][C:24]=2[CH:29]=1)(=[O:19])=[O:18])[CH3:16]>O>[CH2:1]([N:4]1[CH2:8][CH2:7][CH2:6][CH:5]1[CH2:9][NH:10][C:30]([C:22]1[C:23]2[O:28][CH2:27][CH2:26][O:25][C:24]=2[CH:29]=[C:20]([S:17]([CH2:15][CH3:16])(=[O:19])=[O:18])[CH:21]=1)=[O:31])[CH:2]=[CH2:3]. Reported procedure: 58 g of 1-allyl-2-aminomethyl-pyrrolidine and 360 ml of chloroform were introduced into a balloon flask provided with an agitator and a thermometer and then, with the temperature being maintained at 5°-10° C., 120 g of 7-ethylsulfonyl-1,4-benzodioxane-5-carbonyl chloride was added. After agitation of the mixture and the addition of a liter of water, the chloroform was distilled. The resulting solution was filtered on carbon black and then the base was precipitated by the addition of 40 ml of 30%... The reactants are C(C)C(C(=O)OC)(C(=O)OC)CC (dimethyl diethylmalonate), C(C=C)N1C(CC(CC1(C)C)O)(C)C (1-allyl-2,2,6,6-tetramethyl-4-hydroxypiperidine). Run in C=1(C(=CC=CC1)C)C (xylene). Run at time 6 hour. Product: C(C)C(C(=O)OC1CC(N(C(C1)(C)C)CC=C)(C)C)(C(=O)OC1CC(N(C(C1)(C)C)CC=C)(C)C)CC (bis-(1-allyl-2,2,6,6-tetramethyl-4-piperidinyl) diethylmalonate). Reaction SMILES: [CH2:1]([C:3]([CH2:12][CH3:13])([C:8]([O:10][CH3:11])=[O:9])[C:4]([O:6][CH3:7])=[O:5])[CH3:2].[CH2:14]([N:17]1[C:22]([CH3:24])([CH3:23])[CH2:21]C(O)[CH2:19][C:18]1([CH3:27])[CH3:26])[CH:15]=[CH2:16]>C1(C)C(C)=CC=CC=1>[CH2:12]([C:3]([CH2:1][CH3:2])([C:8]([O:10][CH:11]1[CH2:27][C:18]([CH3:19])([CH3:26])[N:17]([CH2:14][CH:15]=[CH2:16])[C:22]([CH3:21])([CH3:23])[CH2:24]1)=[O:9])[C:4]([O:6][CH:7]1[CH2:24][C:22]([CH3:23])([CH3:21])[N:17]([CH2:14][CH:15]=[CH2:16])[C:18]([CH3:27])([CH3:26])[CH2:19]1)=[O:5])[CH3:13]. Procedure: After the addition of 1 g of tetrabutyl-orthotitanate, 47 g of dimethyl diethylmalonate and 98.6 g of 1-allyl-2,2,6,6-tetramethyl-4-hydroxypiperidine in 100 ml of xylene are heated under a gentle stream of nitrogen to about 140°. The methanol forming during the reaction is continuously distilled off, and after about 6 hours the reaction is virtually completed. The reaction mixture is diluted with 200 ml of toluene, extracted three times with 100 ml of water each time, dried over sodium sulphate ... Reactants: FC1=C(C=CC(=C1)SC)NC=1C(=NN(C(C1)=O)C)C(=O)OC (methyl 4-(2-fluoro-4-(methylthio)phenylamino)-1-methyl-6-oxo-1,6-dihydropyridazine-3-carboxylate), C(=C)OCCON (O-(2-vinyloxy-ethyl)-hydroxylamine), [Li+].C[Si](C)(C)[N-][Si](C)(C)C (LiHMDS). Solvent: C1CCOC1 (THF). Run at time 1 hour. The product is FC1=C(C=CC(=C1)SC)NC=1C(=NN(C(C1)=O)C)C(=O)NOCCOC=C (4-(2-fluoro-4-(methylthio)phenylamino)-1-methyl-6-oxo-N-(2-(vinyloxy)ethoxy)-1,6-dihydropyridazine-3-carboxamide). Yield: 98.8%. RXN SMILES: [F:1][C:2]1[CH:7]=[C:6]([S:8][CH3:9])[CH:5]=[CH:4][C:3]=1[NH:10][C:11]1[C:12]([C:19]([O:21]C)=O)=[N:13][N:14]([CH3:18])[C:15](=[O:17])[CH:16]=1.[CH:23]([O:25][CH2:26][CH2:27][O:28][NH2:29])=[CH2:24].[Li+].C[Si]([N-][Si](C)(C)C)(C)C>C1COCC1>[F:1][C:2]1[CH:7]=[C:6]([S:8][CH3:9])[CH:5]=[CH:4][C:3]=1[NH:10][C:11]1[C:12]([C:19]([NH:29][O:28][CH2:27][CH2:26][O:25][CH:23]=[CH2:24])=[O:21])=[N:13][N:14]([CH3:18])[C:15](=[O:17])[CH:16]=1 |f:2.3|. Reported procedure: To a solution of methyl 4-(2-fluoro-4-(methylthio)phenylamino)-1-methyl-6-oxo-1,6-dihydropyridazine-3-carboxylate (25 mg, 0.077 mmol) and O-(2-vinyloxy-ethyl)-hydroxylamine (24 mg, 0.23 mmol) in THF (2 mL) at 0° C. was added LiHMDS (0.54 mL, 0.54 mmol, 1 M in THF). The reaction mixture was warmed to room temperature and stirred for 1 hour. The reaction mixture was quenched with saturated aqueous NaHCO3 and diluted with EtOAc. The organic layer was washed with brine, dried over MgSO4, filtered, a... The reactants are CC(=O)N1CCc2cc(S)c(C(F)(F)F)cc21, [K+], [K+], O=C([O-])[O-], CN(C)C=O. Product: CSc1cc2c(cc1C(F)(F)F)N(C(C)=O)CC2. RXN SMILES: [C:1]([CH3:2])(=[O:3])[N:4]1[CH2:5][CH2:6][c:7]2[cH:8][c:9]([SH:17])[c:10]([C:13]([F:14])([F:15])[F:16])[cH:11][c:12]21.[K+:18].[K+:19].[O-:20][C:21]([O-:22])=[O:23].[O:24]=[CH:25][N:26]([CH3:27])[CH3:28]>>[C:1]([CH3:2])(=[O:3])[N:4]1[CH2:5][CH2:6][c:7]2[cH:8][c:9]([S:17][CH3:21])[c:10]([C:13]([F:14])([F:15])[F:16])[cH:11][c:12]21. The reactants are NC=1C(N(C(N(C1C)CCCC)=O)C)=O (5-amino-1-butyl-3,6-dimethyl-1H-pyrimidine-2,4-dione), N(=O)[O-].[Na+] (NaNO2), [OH-].[Na+] (NaOH). The product is C(CCC)N1C(N(C(C2=C1C=NN2)=O)C)=O (4-Butyl-6-methyl-1,4-dihydro-pyrazolo[4,3-d]pyrimidine-5,7-dione). Reaction conditions: time 10 minute. RXN SMILES: [NH2:1][C:2]1[C:3](=[O:15])[N:4]([CH3:14])[C:5](=[O:13])[N:6]([CH2:9][CH2:10][CH2:11][CH3:12])[C:7]=1[CH3:8].[N:16]([O-])=O.[Na+].[OH-].[Na+]>O.Cl>[CH2:9]([N:6]1[C:7]2[CH:8]=[N:16][NH:1][C:2]=2[C:3](=[O:15])[N:4]([CH3:14])[C:5]1=[O:13])[CH2:10][CH2:11][CH3:12] |f:1.2,3.4|. Procedure details: To 1.03 g (4.88 mmol) of 5-amino-1-butyl-3,6-dimethyl-1H-pyrimidine-2,4-dione in 20 mL H2O and 5 mL conc HCl at 0° C. was added a solution of 320 mg (4.64 mmol) of NaNO2 and 3 mL H2O in drops such that the internal reaction temperature does not exceed 5° C. (10 min). After stirring for an additional 10 min, the resulting slurry was added in drops to a 0° C. solution of 20% aq. NaOH. After addition is complete, the resulting solution is stirred at 23° C. for 20 min, neutralized to pH ~7 with dilu... The solvent is O (H2O), Cl (HCl), O (H2O), Cl (HCl). Yield: 57.0%. Starting materials: BrC=1C=CC=2N3C4=C(C=C(C=C4C2C1)O)C(C(=C3)CC=3C=NC=CC3)=O (10-bromo-2-hydroxy-5-(3-pyridylmethyl)-4H-pyrido[3,2,1-jk]carbazole-4-one), ice water, C([O-])([O-])=O.[K+].[K+] (potassium carbonate), BrCCCO (3-bromo-1-propanol). Solvent: CS(=O)C (dimethyl sulfoxide). Conditions: time 30 minute. Product: BrC=1C=CC=2N3C4=C(C=C(C=C4C2C1)OCCCO)C(C(=C3)CC=3C=NC=CC3)=O (10-bromo-2-(3-hydroxypropyloxy)-5-(3-pyridylmethyl)-4H-pyrido[3,2,1-jk]carbazole-4-one). Isolated yield 37.0%. As a reaction SMILES: [Br:1][C:2]1[CH:3]=[CH:4][C:5]2[N:6]3[CH:18]=[C:17]([CH2:19][C:20]4[CH:21]=[N:22][CH:23]=[CH:24][CH:25]=4)[C:16](=[O:26])[C:8]4[CH:9]=[C:10]([OH:15])[CH:11]=[C:12]([C:13]=2[CH:14]=1)[C:7]3=4.C(=O)([O-])[O-].[K+].[K+].Br[CH2:34][CH2:35][CH2:36][OH:37]>CS(C)=O>[Br:1][C:2]1[CH:3]=[CH:4][C:5]2[N:6]3[CH:18]=[C:17]([CH2:19][C:20]4[CH:21]=[N:22][CH:23]=[CH:24][CH:25]=4)[C:16](=[O:26])[C:8]4[CH:9]=[C:10]([O:15][CH2:34][CH2:35][CH2:36][OH:37])[CH:11]=[C:12]([C:13]=2[CH:14]=1)[C:7]3=4 |f:1.2.3|. Procedure details: 10-bromo-2-hydroxy-5-(3-pyridylmethyl)-4H-pyrido[3,2,1-jk]carbazole-4-one (0.6 g) obtained in Example 2 was suspended in dimethyl sulfoxide (40 ml), and to the suspension was added potassium carbonate (0.8 g), and the mixture was stirred at room temperature for 30 minutes. 3-bromo-1-propanol (0.3 ml) was added and the mixture was stirred at room temperature for 12 hours. The reaction mixture was poured into ice water (500 ml), and extracted with ethyl acetate. The ethyl acetate layer was washed ... Reactants: OC=1C=C(C=CC1)C1=CC(OC2=CC(=CC=C12)OC)=O (4-[3'-(hydroxy)phenyl]-7-methoxycoumarin), C(C1=CC=CC=C1)Br (Benzyl bromide), Example 1 ( ii ), C[O-].[Na+] (sodium methoxide). Solvent: CO (methanol). Conditions: temperature 45 celsius, time 3 hour. Product: C(C1=CC=CC=C1)OC=1C=C(C=CC1)C1=CC(OC2=CC(=CC=C12)OC)=O (4-[3-(benzyloxy)phenyl]-7-methoxycoumarin). Isolated yield 89.0%. RXN SMILES: [OH:1][C:2]1[CH:3]=[C:4]([C:8]2[C:17]3[C:12](=[CH:13][C:14]([O:18][CH3:19])=[CH:15][CH:16]=3)[O:11][C:10](=[O:20])[CH:9]=2)[CH:5]=[CH:6][CH:7]=1.C[O-].[Na+].[CH2:24](Br)[C:25]1[CH:30]=[CH:29][CH:28]=[CH:27][CH:26]=1>CO>[CH2:24]([O:1][C:2]1[CH:3]=[C:4]([C:8]2[C:17]3[C:12](=[CH:13][C:14]([O:18][CH3:19])=[CH:15][CH:16]=3)[O:11][C:10](=[O:20])[CH:9]=2)[CH:5]=[CH:6][CH:7]=1)[C:25]1[CH:30]=[CH:29][CH:28]=[CH:27][CH:26]=1 |f:1.2|. Procedure details: 4-[3'-(hydroxy)phenyl]-7-methoxycoumarin (prepared as in Example 1 (ii) (268 g) and 95% sodium methoxide (102 g) were dissolved in methanol (3.00 L) and stirred while heating to 45° C. Benzyl bromide (314 g) was added and the reaction was heated to 60° C. A thick precipitate formed in the pink reaction mixture. After 3 hours, the slurry was cooled in an ice-water bath and filtered to collect the product, which was washed with methanol (500 mL) and water (1.0 L), then dried under vacuum (20 inche...